From a dataset of the Open Reaction Database (ORD), a public repository of structured organic reaction records. describe an organic reaction: reactants, conditions, products, and yield Starting materials: CCN=C=NCCCN(C)C, CCN(C(C)C)C(C)C, Cl, Cl, N#Cc1ccc2nc(C(=O)NCc3cccc(CN)c3)[nH]c(=O)c2c1, CN(C)C=O, On1nnc2ccccc21, O=C(O)Cc1nc[nH]n1. Product: N#Cc1ccc2nc(C(=O)NCc3cccc(CNC(=O)Cc4nc[nH]n4)c3)[nH]c(=O)c2c1. RXN SMILES: [CH3:46][N:47]([CH3:48])[CH2:49][CH2:50][CH2:51][N:52]=[C:53]=[N:54][CH2:55][CH3:56].[CH:36]([N:37]([CH:38]([CH3:39])[CH3:40])[CH2:41][CH3:42])([CH3:43])[CH3:44].[ClH:1].[ClH:45].[NH2:2][CH2:3][c:4]1[cH:5][c:6]([CH2:10][NH:11][C:12](=[O:13])[c:14]2[n:15][c:16]3[cH:17][cH:18][c:19]([C:25]#[N:26])[cH:20][c:21]3[c:22](=[O:24])[nH:23]2)[cH:7][cH:8][cH:9]1.[O:67]=[CH:68][N:69]([CH3:70])[CH3:71].[OH:57][n:58]1[c:59]2[cH:60][cH:61][cH:62][cH:63][c:64]2[n:65][n:66]1.[nH:27]1[n:28][c:29]([CH2:32][C:33](=[O:34])[OH:35])[n:30][cH:31]1>>[NH:2]([CH2:3][c:4]1[cH:5][c:6]([CH2:10][NH:11][C:12](=[O:13])[c:14]2[n:15][c:16]3[cH:17][cH:18][c:19]([C:25]#[N:26])[cH:20][c:21]3[c:22](=[O:24])[nH:23]2)[cH:7][cH:8][cH:9]1)[C:33]([CH2:32][c:29]1[n:28][nH:27][cH:31][n:30]1)=[O:34]. The reactants are CCOB(OCC)OCC, CN(C)C=O, CCOC(C)=O, [H-], [Na+], Oc1ccc(O)c(O)c1, Cc1ccc(S(=O)(=O)Cl)cc1. Yields the product Cc1ccc(S(=O)(=O)Oc2ccc(O)c(O)c2)cc1. Reaction SMILES: [CH3:12][CH2:13][O:14][B:15]([O:16][CH2:17][CH3:18])[O:19][CH2:20][CH3:21].[CH3:33][N:34]([CH3:35])[CH:36]=[O:37].[CH3:38][CH2:39][O:40][C:41](=[O:42])[CH3:43].[H-:10].[Na+:11].[OH:1][c:2]1[c:3]([OH:9])[cH:4][c:5]([OH:8])[cH:6][cH:7]1.[S:22](=[O:23])(=[O:24])([c:25]1[cH:26][cH:27][c:28]([CH3:29])[cH:30][cH:31]1)[Cl:32]>>[OH:1][c:2]1[c:3]([OH:9])[cH:4][c:5]([O:8][S:22](=[O:23])(=[O:24])[c:25]2[cH:26][cH:27][c:28]([CH3:29])[cH:30][cH:31]2)[cH:6][cH:7]1.